Task: describe an organic reaction: reactants, conditions, products, and yield. Dataset: the Open Reaction Database (ORD), a public repository of structured organic reaction records The reactants are C1(=CC=CC=C1)C1CC(CC(C1)=O)=O (5-phenyl-1,3-cyclohexanedione), ClC1SCCC1 (2-chlorotetrahydrothiphene). Run in C1=CC=CC=C1 (benzene). Product: S1C(CCC1)C=1C(CC(CC1O)C1=CC=CC=C1)=O (2-(2-tetrahydrothienyl)-3-hydroxy-5-phenyl-2-cyclohexen-1-one). RXN SMILES: [C:1]1([CH:7]2[CH2:12][C:11](=[O:13])[CH2:10][C:9](=[O:14])[CH2:8]2)[CH:6]=[CH:5][CH:4]=[CH:3][CH:2]=1.Cl[CH:16]1[CH2:20][CH2:19][CH2:18][S:17]1>C1C=CC=CC=1>[S:17]1[CH2:18][CH2:19][CH2:20][CH:16]1[C:10]1[C:11](=[O:13])[CH2:12][CH:7]([C:1]2[CH:2]=[CH:3][CH:4]=[CH:5][CH:6]=2)[CH2:8][C:9]=1[OH:14]. Reported procedure: A mixture of 4.0 parts of 5-phenyl-1,3-cyclohexanedione and 120 parts by volume of a 5% benzene solution of 2-chlorotetrahydrothiphene was refluxed by heating while stirring. After cooling to room temperature, the reaction mixture was washed with 40 parts by volume of water and then treated three times with 30 parts by volume of a 5% aqueous solution of sodium hydroxide. The aqueous layer was collected and washed with 30 parts by volume of ether. While maintaining the temperature of the solution...